Dataset: the Open Reaction Database (ORD), a public repository of structured organic reaction records. Task: describe an organic reaction: reactants, conditions, products, and yield The reactants are [Na+].[I-] (NaI), C1CCC2=NCCCN2CC1 (DBU), amine, C(C)OC(COC1=C(C=C(C=C1)NC)C(F)(F)F)=O ((4-methylamino-2-trifluoromethyl-phenoxy)-acetic acid ethyl ester), ClCC=1C(=NC(=CC1)C1=CC=C(C=C1)C(F)(F)F)C (3-chloromethyl-2-methyl-6-(4-trifluoromethyl-phenyl)-pyridine), ClCC=1C(=NC(=CC1)C1=CC=C(C=C1)C(F)(F)F)C (3-chloromethyl-2-methyl-6-(4-trifluoromethyl-phenyl)-pyridine). Run in CS(=O)C (DMSO). Reaction conditions: time 4 hour. Product: C(C)OC(COC1=C(C=C(C=C1)N(CC=1C(=NC(=CC1)C1=CC=C(C=C1)C(F)(F)F)C)C)C(F)(F)F)=O ([rac]-(4-{Methyl-[2-methyl-6-(4-trifluoromethyl-phenyl)-pyridin-3-ylmethyl]-amino}-2-trifluoromethyl-phenoxy)-acetic acid ethyl ester). Reaction SMILES: [CH2:1]([O:3][C:4](=[O:19])[CH2:5][O:6][C:7]1[CH:12]=[CH:11][C:10]([NH:13][CH3:14])=[CH:9][C:8]=1[C:15]([F:18])([F:17])[F:16])[CH3:2].Cl[CH2:21][C:22]1[C:23]([CH3:38])=[N:24][C:25]([C:28]2[CH:33]=[CH:32][C:31]([C:34]([F:37])([F:36])[F:35])=[CH:30][CH:29]=2)=[CH:26][CH:27]=1.[Na+].[I-].C1CCN2C(=NCCC2)CC1>CS(C)=O>[CH2:1]([O:3][C:4](=[O:19])[CH2:5][O:6][C:7]1[CH:12]=[CH:11][C:10]([N:13]([CH3:14])[CH2:21][C:22]2[C:23]([CH3:38])=[N:24][C:25]([C:28]3[CH:33]=[CH:32][C:31]([C:34]([F:37])([F:36])[F:35])=[CH:30][CH:29]=3)=[CH:26][CH:27]=2)=[CH:9][C:8]=1[C:15]([F:17])([F:18])[F:16])[CH3:2] |f:2.3|. Procedure details: To 0.080 g (0.29 mmol) of the above prepared (4-methylamino-2-trifluoromethyl-phenoxy)-acetic acid ethyl ester and 0.124 g (0.43 mmol) of 3-chloromethyl-2-methyl-6-(4-trifluoromethyl-phenyl)-pyridine (see example 1N], dissolved in 1.0 ml of abs. DMSO, were added successively 0.048 g (0.32 mmol) of NaI and 0.066 g (0.43 mmol) of DBU. The reaction was allowed to proceed for 4 h at ambient temperature, when TLC still indicated some starting amine. Therefore, another 33 mg (0.4 eq.) of 3-chloromethy... The reactants are OC=1C(=C(C(=O)OC)C=CC1S(=O)(=O)C)C (methyl 3-hydroxy-2-methyl-4-(methylsulfonyl)benzoate), [H-].[Na+] (sodium hydride), COCCBr (2-bromoethyl methyl ether), [I-].[K+] (potassium iodide). Solvent: CN(C=O)C (N,N-dimethylformamide), C(C)(=O)OCC (ethyl acetate). Run at time 30 minute. The product is COCCOC=1C(=C(C(=O)OC)C=CC1S(=O)(=O)C)C (methyl 3-(2-methoxyethoxy)-2-methyl-4-(methylsulfonyl)benzoate). The yield is 55.0%. RXN SMILES: [H-].[Na+].[OH:3][C:4]1[C:5]([CH3:18])=[C:6]([CH:11]=[CH:12][C:13]=1[S:14]([CH3:17])(=[O:16])=[O:15])[C:7]([O:9][CH3:10])=[O:8].[CH3:19][O:20][CH2:21][CH2:22]Br.[I-].[K+]>CN(C)C=O.C(OCC)(=O)C>[CH3:19][O:20][CH2:21][CH2:22][O:3][C:4]1[C:5]([CH3:18])=[C:6]([CH:11]=[CH:12][C:13]=1[S:14]([CH3:17])(=[O:16])=[O:15])[C:7]([O:9][CH3:10])=[O:8] |f:0.1,4.5|. Procedure: To a stirred suspension of sodium hydride (60%, 220 mg, 5.32 mmol) in anhydrous N,N-dimethylformamide (10 mL) was added methyl 3-hydroxy-2-methyl-4-(methylsulfonyl)benzoate (1 g, 4.09 mmol) under nitrogen atmosphere at room temperature. After stirring for 30 minutes, 2-bromoethyl methyl ether (1.13 g, 8.18 mmol) and potassium iodide in a catalytic amount were added thereto, and the reaction solution was stirred at 60° C. for 12 hours. 200 mL of ethyl acetate was added to the reaction solution, a... Starting materials: NC(=O)CCl, C[N+](=O)[O-], O, c1ccc(P(c2ccccc2)c2ccccc2)cc1. Yields the product NC(=O)C[P+](c1ccccc1)(c1ccccc1)c1ccccc1, [Cl-]. As a reaction SMILES: [Cl:1][CH2:2][C:3](=[O:4])[NH2:5].[N+:25]([CH3:26])([O-:27])=[O:28].[OH2:29].[c:6]1([P:12]([c:13]2[cH:14][cH:15][cH:16][cH:17][cH:18]2)[c:19]2[cH:20][cH:21][cH:22][cH:23][cH:24]2)[cH:7][cH:8][cH:9][cH:10][cH:11]1>>[CH2:2]([C:3](=[O:4])[NH2:5])[P+:12]([c:6]1[cH:7][cH:8][cH:9][cH:10][cH:11]1)([c:13]1[cH:14][cH:15][cH:16][cH:17][cH:18]1)[c:19]1[cH:20][cH:21][cH:22][cH:23][cH:24]1.[Cl-:1].